This data is from the Open Reaction Database (ORD), a public repository of structured organic reaction records. The task is: describe an organic reaction: reactants, conditions, products, and yield The reactants are C1OC=2C=C(N)C=CC2O1 (3,4-methylenedioxyaniline), solution, [OH-].[Na+] (sodium hydroxide), ClC(C(=O)Cl)C (2-chloropropionyl chloride). The solvent is C(Cl)(Cl)Cl (chloroform). Product: C1OC=2C=C(C=CC2O1)NC(C(C)Cl)=O (N-(3,4-methylenedioxyphenyl)-2-chloropropionamide). As a reaction SMILES: [CH2:1]1[O:10][C:9]2[CH:8]=[CH:7][C:5]([NH2:6])=[CH:4][C:3]=2[O:2]1.[OH-].[Na+].[Cl:13][CH:14]([CH3:18])[C:15](Cl)=[O:16]>C(Cl)(Cl)Cl>[CH2:1]1[O:10][C:9]2[CH:8]=[CH:7][C:5]([NH:6][C:15](=[O:16])[CH:14]([Cl:13])[CH3:18])=[CH:4][C:3]=2[O:2]1 |f:1.2|. Procedure details: To a solution of 3,4-methylenedioxyaniline, (41.1 grams; 0.3 moles) in 270 cc of chloroform containing 90 cc of a 20% solution of sodium hydroxide, there is added 38.1 grams (0.3 moles) of 2-chloropropionyl chloride at about -10° C., while stirring vigorously and keeping the temperature not above -5° C. The mixture is stirred for an additional period of one hour, letting the temperature reach room temperature. The organic phase is then separated, washed with water, neutralized with potassium car... The reactants are N1(CCCCC1)C1=CC=C(C=C1)C(C)=O (4′-Piperidinoacetophenone), Cl[Si](C)(C)C (chlorotrimethylsilane), BrNC(CCC(=O)N)=O (N-bromosuccinamide), C[Si](C)(C)[N-][Si](C)(C)C.[Li+] (lithium bis(trimethylsilyl)amide). Run in C1CCOC1 (THF), C(C)(=O)OCC (ethyl acetate). Reaction conditions: time 30 minute. Product: BrCC(=O)C1=CC=C(C=C1)N1CCCCC1 (2-bromo-4′-piperidinoacetophenone), solid. Isolated yield 74.0%. Reaction SMILES: [N:1]1([C:7]2[CH:12]=[CH:11][C:10]([C:13](=[O:15])[CH3:14])=[CH:9][CH:8]=2)[CH2:6][CH2:5][CH2:4][CH2:3][CH2:2]1.C[Si]([N-][Si](C)(C)C)(C)C.[Li+].Cl[Si](C)(C)C.[Br:31]NC(=O)CCC(N)=O>C1COCC1.C(OCC)(=O)C>[Br:31][CH2:14][C:13]([C:10]1[CH:11]=[CH:12][C:7]([N:1]2[CH2:6][CH2:5][CH2:4][CH2:3][CH2:2]2)=[CH:8][CH:9]=1)=[O:15] |f:1.2|. Procedure: 4′-Piperidinoacetophenone (203 mg, 1.00 mmol) was dissolved in THF (5 mL) and treated with lithium bis(trimethylsilyl)amide (1.10 mL, 11.0M in THF, 1.10 mmol). The solution was stirred for 30 minutes prior to the addition of chlorotrimethylsilane (140 μL, 1.10 mmol). After stirring for an additional 30 minutes N-bromosuccinamide (300 mg, 1.73 mmol) was added and the mixture was refluxed from 4 hours. Standard aqueous/ethyl acetate workup provided a yellow solid which was further purified by sili... The reactants are CC(=O)O[BH-](OC(C)=O)OC(C)=O, Cc1nscc1-c1cn(CCC=O)c(=O)[nH]c1=O, CC(=O)O, ClCCCl, FC(F)(F)c1ccc(C23CNCC2C3)cc1, [Na+], [Na+], O=C([O-])O. The product is Cc1nscc1-c1cn(CCCN2CC3CC3(c3ccc(C(F)(F)F)cc3)C2)c(=O)[nH]c1=O. RXN SMILES: [C:39]([O:40][BH-:41]([O:42][C:43](=[O:44])[CH3:45])[O:46][C:47](=[O:48])[CH3:49])(=[O:50])[CH3:51].[CH3:1][c:2]1[n:3][s:4][cH:5][c:6]1-[c:7]1[c:8](=[O:18])[nH:9][c:10](=[O:17])[n:11]([CH2:13][CH2:14][CH:15]=[O:16])[cH:12]1.[CH3:35][C:36](=[O:37])[OH:38].[Cl:58][CH2:59][CH2:60][Cl:61].[F:19][C:20]([c:21]1[cH:22][cH:23][c:24]([C:27]23[CH2:28][NH:29][CH2:30][CH:31]2[CH2:32]3)[cH:25][cH:26]1)([F:33])[F:34].[Na+:52].[Na+:57].[O-:53][C:54]([OH:55])=[O:56]>>[CH3:1][c:2]1[n:3][s:4][cH:5][c:6]1-[c:7]1[c:8](=[O:18])[nH:9][c:10](=[O:17])[n:11]([CH2:13][CH2:14][CH2:15][N:29]2[CH2:28][C:27]3([c:24]4[cH:23][cH:22][c:21]([C:20]([F:19])([F:33])[F:34])[cH:26][cH:25]4)[CH:31]([CH2:30]2)[CH2:32]3)[cH:12]1. Reactants: C1(CC1)CN1C(N(CC1)C=1SC(=CN1)C(=O)O)=O (2-(3-(cyclopropylmethyl)-2-oxoimidazolidin-1-yl)thiazole-5-carboxylic acid), FC1=CC=C(CN2C(N(CC2)C=2SC(=C(N2)C(F)(F)F)C(=O)O)=O)C=C1 (2-(3-(4-fluorobenzyl)-2-oxoimidazolidin-1-yl)-4-(trifluoromethyl)thiazole-5-carboxylic acid), N1=CC(=CC=C1)CN (pyridin-3-ylmethanamine). Product: FC1=CC=C(CN2C(N(CC2)C=2SC(=C(N2)C(F)(F)F)C(=O)NCC=2C=NC=CC2)=O)C=C1 (2-(3-(4-fluorobenzyl)-2-oxoimidazolidin-1-yl)-N-(pyridin-3-ylmethyl)-4-(trifluoromethyl)thiazole-5-carboxamide). Isolated yield 37.0%. Reaction SMILES: C1(CN2CCN(C3SC(C(O)=O)=CN=3)C2=O)CC1.[F:19][C:20]1[CH:44]=[CH:43][C:23]([CH2:24][N:25]2[CH2:29][CH2:28][N:27]([C:30]3[S:31][C:32]([C:39]([OH:41])=O)=[C:33]([C:35]([F:38])([F:37])[F:36])[N:34]=3)[C:26]2=[O:42])=[CH:22][CH:21]=1.[N:45]1[CH:50]=[CH:49][CH:48]=[C:47]([CH2:51][NH2:52])[CH:46]=1>>[F:19][C:20]1[CH:44]=[CH:43][C:23]([CH2:24][N:25]2[CH2:29][CH2:28][N:27]([C:30]3[S:31][C:32]([C:39]([NH:52][CH2:51][C:47]4[CH:46]=[N:45][CH:50]=[CH:49][CH:48]=4)=[O:41])=[C:33]([C:35]([F:37])([F:36])[F:38])[N:34]=3)[C:26]2=[O:42])=[CH:22][CH:21]=1. Procedure details: Following the procedure as described in Example 26, making variations as required to replace 2-(3-(cyclopropylmethyl)-2-oxoimidazolidin-1-yl)thiazole-5-carboxylic acid with 2-(3-(4-fluorobenzyl)-2-oxoimidazolidin-1-yl)-4-(trifluoromethyl)thiazole-5-carboxylic acid to react with pyridin-3-ylmethanamine, the title compound was obtained as a colorless solid in 37% yield: mp 161-162° C. (ethyl acetate/hexanes); 1H NMR (300 MHz, CDCl3) δ 8.56-8.52 (m, 2H), 7.69-7.66 (m, 1H), 7.31-7.22 (m, 3H), 7.05-7... Starting materials: FC(C=1C(=NC=CC1)CN1N=CC2=CC(=CC=C12)C=O)(F)F (1-(3-Trifluoromethyl-pyridin-2-ylmethyl)-1H-indazole-5-carbaldehyde), OC[C@@H]1CN(CCO1)C=1SCC(N1)=O (2(S)-(2-Hydroxymethyl-morpholin-4-yl)-thiazol-4-one). Procedure details: 2-[(2S)-2-(Hydroxymethyl)morpholin-4-yl]-5-[(1-{[3-(trifluoromethyl)pyridin-2-yl]methyl}-1H-indazol-5-yl)methylidene]-1,3-thiazol-4(5H)-one was prepared from 1-(3-Trifluoromethyl-pyridin-2-ylmethyl)-1H-indazole-5-carbaldehyde and 2(S)-(2-Hydroxymethyl-morpholin-4-yl)-thiazol-4-one following General Procedure D. As a reaction SMILES: [F:1][C:2]([F:22])([F:21])[C:3]1[C:4]([CH2:9][N:10]2[C:18]3[C:13](=[CH:14][C:15]([CH:19]=O)=[CH:16][CH:17]=3)[CH:12]=[N:11]2)=[N:5][CH:6]=[CH:7][CH:8]=1.[OH:23][CH2:24][C@H:25]1[O:30][CH2:29][CH2:28][N:27]([C:31]2[S:32][CH2:33][C:34](=[O:36])[N:35]=2)[CH2:26]1>>[OH:23][CH2:24][C@H:25]1[O:30][CH2:29][CH2:28][N:27]([C:31]2[S:32][C:33](=[CH:19][C:15]3[CH:14]=[C:13]4[C:18](=[CH:17][CH:16]=3)[N:10]([CH2:9][C:4]3[C:3]([C:2]([F:22])([F:1])[F:21])=[CH:8][CH:7]=[CH:6][N:5]=3)[N:11]=[CH:12]4)[C:34](=[O:36])[N:35]=2)[CH2:26]1. Yields the product OC[C@@H]1CN(CCO1)C=1SC(C(N1)=O)=CC=1C=C2C=NN(C2=CC1)CC1=NC=CC=C1C(F)(F)F (2-[(2S)-2-(Hydroxymethyl)morpholin-4-yl]-5-[(1-{[3-(trifluoromethyl)pyridin-2-yl]methyl}-1H-indazol-5-yl)methylidene]-1,3-thiazol-4(5H)-one).